Dataset: the Open Reaction Database (ORD), a public repository of structured organic reaction records. Task: describe an organic reaction: reactants, conditions, products, and yield Starting materials: S(=O)(Cl)Cl (thionyl chloride), C[C@@H]1CC[C@H](CC1)NC(=O)C=1C=NC2=CC3=C(C=C2C1Cl)OCCO3 (N-(trans-4-methylcyclohexyl)-4-chloro-6,7-ethylenedioxyquinoline-3-carboxamide). The solvent is C(C)N(CC)CC (triethylamine). The product is crude acid, Cl.C[C@@H]1CC[C@H](CC1)N (trans-4-methylcyclohexylamine hydrochloride). RXN SMILES: S(Cl)([Cl:3])=O.[CH3:5][C@H:6]1[CH2:11][CH2:10][C@H:9]([NH:12]C(C2C=NC3C(C=2Cl)=CC2OCCOC=2C=3)=O)[CH2:8][CH2:7]1>C(N(CC)CC)C>[ClH:3].[CH3:5][C@H:6]1[CH2:11][CH2:10][C@H:9]([NH2:12])[CH2:8][CH2:7]1 |f:3.4|. Procedure: The crude acid (500 mg), thionyl chloride, trans-4-methylcyclohexylamine hydrochloride (150 mg, 1 mmol), and triethylamine (0.3 mLs) afforded crude N-(trans-4-methylcyclohexyl)-4-chloro-6,7-ethylenedioxyquinoline-3-carboxamide. Starting materials: C(C)(=O)OCC (ethyl acetate), FC(OC=1C=C(OC2=C(C(=O)O)C=CC=N2)C=CC1)(F)F (2-(3-Trifluoromethoxy-phenoxy)-nicotinic acid), O.ON1N=NC2=C1C=CC=C2 (1-hydroxybenzotriazole hydrate), Cl.C(C)N=C=N (3-ethylcarbodiimide hydrochloride), CN(C=O)C (dimethylformamide). Yields the product OC(C)(C)C1=CC=C(CNC(C2=C(N=CC=C2)OC2=CC(=CC=C2)OC(F)(F)F)=O)C=C1 (N-[4-(1-Hydroxy-1-methyl-ethyl)-benzyl]-2-(3-trifluoromethoxy-phenoxy)-nicotinamide). RXN SMILES: [F:1][C:2]([F:21])([F:20])[O:3][C:4]1[CH:5]=[C:6]([CH:17]=[CH:18][CH:19]=1)[O:7][C:8]1[N:16]=[CH:15][CH:14]=[CH:13][C:9]=1[C:10]([OH:12])=O.O.ON1[C:28]2[CH:29]=[CH:30][CH:31]=[CH:32][C:27]=2N=N1.Cl.C(N=[C:37]=[NH:38])C.C([O:42][CH2:43][CH3:44])(=O)C.[CH3:45]N(C)C=O>>[OH:42][C:43]([C:27]1[CH:32]=[CH:31][C:30]([CH2:37][NH:38][C:10](=[O:12])[C:9]2[CH:13]=[CH:14][CH:15]=[N:16][C:8]=2[O:7][C:6]2[CH:17]=[CH:18][CH:19]=[C:4]([O:3][C:2]([F:1])([F:21])[F:20])[CH:5]=2)=[CH:29][CH:28]=1)([CH3:44])[CH3:45] |f:1.2,3.4|. Procedure details: A solution of 2-(3-Trifluoromethoxy-phenoxy)-nicotinic acid (0.409 grams, 1.366 mmole) 2-(4-Aminomethyl-phenyl)-propan-2-ol (0.200 grams, 1.24 mmole), and 1-hydroxybenzotriazole hydrate (0.185 grams, 1.366 mmole) in dry dimethylformamide was added 1-(3-dimethylamino)-propyl)-3-ethylcarbodiimide hydrochloride (0.286 grams, 1.50 mmole) and stirred over night. The mixture was diluted ethyl acetate which was washed with water and brine, dried over MgSO4, filtered and concentrated to give an oil that... Conditions: time 4 hour. Reaction SMILES: CO.Cl.[F:4][C:5]1[CH:10]=[CH:9][CH:8]=[CH:7][C:6]=1[C:11]1[CH:24]=[C:23]2[C:14]([N:15]3[C:20]([CH2:21][O:22]2)=[N:19][NH:18][C:17](=[O:25])[C@H:16]3[CH3:26])=[CH:13][C:12]=1[CH:27]1[CH2:32][CH2:31][NH:30][CH2:29][CH2:28]1.C=O.[BH3-][C:36]#N.[Na+]>C(O)(=O)C>[F:4][C:5]1[CH:10]=[CH:9][CH:8]=[CH:7][C:6]=1[C:11]1[CH:24]=[C:23]2[C:14]([N:15]3[C:20]([CH2:21][O:22]2)=[N:19][NH:18][C:17](=[O:25])[C@H:16]3[CH3:26])=[CH:13][C:12]=1[CH:27]1[CH2:32][CH2:31][N:30]([CH3:36])[CH2:29][CH2:28]1 |f:1.2,4.5|. The reactants are CO (MeOH), Cl.FC1=C(C=CC=C1)C1=C(C=C2N3[C@@H](C(NN=C3COC2=C1)=O)C)C1CCNCC1 ((R)-7-(2-fluoro-phenyl)-4-methyl-6-piperidin-4-yl-2,10-dihydro-9-oxa-1,2,4a-triaza-phenanthren-3-one hydrochloride), C=O (paraformaldehyde), [BH3-]C#N.[Na+] (NaCNBH3). Yields the product FC1=C(C=CC=C1)C1=C(C=C2N3[C@@H](C(NN=C3COC2=C1)=O)C)C1CCN(CC1)C ((R)-7-(2-fluoro-phenyl)-4-methyl-6-(1-methyl-piperidin-4-yl)-2,10-dihydro-9-oxa-1,2,4a-triaza-phenanthren-3-one). The yield is 51.5%. Solvent: C(C)(=O)O (acetic acid). Procedure details: To a solution of MeOH (10 mL) and acetic acid (1 mL) was added (R)-7-(2-fluoro-phenyl)-4-methyl-6-piperidin-4-yl-2,10-dihydro-9-oxa-1,2,4a-triaza-phenanthren-3-one hydrochloride acid (0.300, 0.761 mmol) and paraformaldehyde (0.228 g, 7.61 mmol) and the reaction mixture was stirred at rt for 4 h. Then NaCNBH3 (0.096 g, 1.52 mmol) was added and the reaction mixture was stirred for 30 min. The solvent was removed in vacuo and the residue was purified by prep-TLC (eluting with 10% MeOH in DCM) to gi... The reactants are CCOC(COc1ccc(CO)cc1)OCC, CC(C)=O, Cl. Product: O=CCOc1ccc(CO)cc1. Reaction SMILES: [CH2:2]([O:4][CH:5]([O:3][CH2:16][CH3:17])[CH2:6][O:7][c:8]1[cH:9][cH:10][c:11]([CH2:14][OH:15])[cH:12][cH:13]1)[CH3:18].[CH3:19][C:20](=[O:21])[CH3:22].[ClH:1]>>[O:4]=[CH:5][CH2:6][O:7][c:8]1[cH:9][cH:10][c:11]([CH2:14][OH:15])[cH:12][cH:13]1. Procedure details: 1-(8-Chloro-5,11-dihydro[1]benzoxepino[4,3-b]pyridin-11-yl)-piperazine (420 mg, 1.33 mmol), 4-pyridineacetic acid 1-oxide (280 mg, 2.07 mmol), HOBT (290 mg, 2.14 mmol), and EDCI (470 mg, 2.45 mmol) were stirred at 0C in DMF (5 ml, anhydrous). NMM (0.5 ml, 4.53 mmol) was added, and the reaction mixture was stirred overnight at 20° C. The solvent was evaporated off, and the residue was extracted with methylene chloride (200 ml) and water (100 ml). The organic layer was separated and dried (MgSO4),... The reactants are ClC1=CC2=C(C(C3=NC=CC=C3CO2)N2CCNCC2)C=C1 (1-(8-Chloro-5,11-dihydro[1]benzoxepino[4,3-b]pyridin-11-yl)-piperazine), [N+]1(=CC=C(C=C1)CC(=O)O)[O-] (4-pyridineacetic acid 1-oxide), C=1C=CC2=C(C1)N=NN2O (HOBT), CCN=C=NCCCN(C)C (EDCI), 0C, CN1CCOCC1 (NMM). Reaction conditions: temperature 20 celsius, time 8 hour. The product is ClC1=CC2=C(C(C3=NC=CC=C3CO2)N2CC[N+](CC2)(C(CC2=CC=NC=C2)=O)[O-])C=C1 (4-(8-chloro-5,11-dihydro[1]benzoxepino[4,3-b]pyridin-11-yl)-1-(4-pyridine-acetyl)-piperazine N1-oxide). Reaction SMILES: [Cl:1][C:2]1[CH:22]=[CH:21][C:5]2[CH:6]([N:15]3[CH2:20][CH2:19][NH:18][CH2:17][CH2:16]3)[C:7]3[C:12]([CH2:13][O:14][C:4]=2[CH:3]=1)=[CH:11][CH:10]=[CH:9][N:8]=3.[N+:23]1([O-])[CH:28]=[CH:27][C:26]([CH2:29][C:30](O)=[O:31])=[CH:25][CH:24]=1.C1C=CC2N([OH:43])N=NC=2C=1.CCN=C=NCCCN(C)C.CN1CCOCC1>CN(C=O)C>[Cl:1][C:2]1[CH:22]=[CH:21][C:5]2[CH:6]([N:15]3[CH2:16][CH2:17][N+:18]([O-:43])([C:30](=[O:31])[CH2:29][C:26]4[CH:27]=[CH:28][N:23]=[CH:24][CH:25]=4)[CH2:19][CH2:20]3)[C:7]3[C:12]([CH2:13][O:14][C:4]=2[CH:3]=1)=[CH:11][CH:10]=[CH:9][N:8]=3. Run in CN(C)C=O (DMF).